From a dataset of the Open Reaction Database (ORD), a public repository of structured organic reaction records. describe an organic reaction: reactants, conditions, products, and yield The reactants are C(C)(=O)OCC.CCCCCC (ethyl acetate hexane), C(=O)O (Formic acid), FC=1C=C(C=CC1SC)C(C(=O)OC)C (methyl 2-(3-fluoro-4-(methylthio)phenyl)propanoate), O (water), OO (Hydrogen peroxide). Conditions: temperature 0 celsius, time 8 hour. The product is FC=1C=C(C=CC1S(=O)(=O)C)C(C(=O)OC)C (methyl 2-(3-fluoro-4-(methylsulfonyl)phenyl)propanoate). As a reaction SMILES: C(O)=[O:2].[F:4][C:5]1[CH:6]=[C:7]([CH:13]([CH3:18])[C:14]([O:16][CH3:17])=[O:15])[CH:8]=[CH:9][C:10]=1[S:11][CH3:12].OO.C(OCC)(=O)C.CCCCCC.[OH2:33]>>[F:4][C:5]1[CH:6]=[C:7]([CH:13]([CH3:18])[C:14]([O:16][CH3:17])=[O:15])[CH:8]=[CH:9][C:10]=1[S:11]([CH3:12])(=[O:2])=[O:33] |f:3.4|. Procedure details: Formic acid (6.5 mL, 1 eq) was added to methyl 2-(3-fluoro-4-(methylthio)phenyl)propanoate (1 g, crude) and the mixture cooled to 0° C. Hydrogen peroxide (1.4 mL, 3 eq) was added drop wise at 0° C. and the reaction mixture was stirred overnight at room temperature. Progress of the reaction was monitored by TLC (20% ethyl acetate/hexane, Rf˜0.4). On completion of the reaction, the contents were cooled to 0° C., water was added and the mixture was extracted with ethyl acetate (2×25 mL). The combin... Starting materials: CN1CC=C(c2ccc(OC(F)(F)F)c(N)c2)CC1, CCO. The product is CN1CCC(c2ccc(OC(F)(F)F)c(N)c2)CC1. As a reaction SMILES: [CH3:1][N:2]1[CH2:3][CH2:4][C:5]([c:8]2[cH:9][cH:10][c:11]([O:15][C:16]([F:17])([F:18])[F:19])[c:12]([NH2:14])[cH:13]2)=[CH:6][CH2:7]1.[CH3:20][CH2:21][OH:22]>>[CH3:1][N:2]1[CH2:3][CH2:4][CH:5]([c:8]2[cH:9][cH:10][c:11]([O:15][C:16]([F:17])([F:18])[F:19])[c:12]([NH2:14])[cH:13]2)[CH2:6][CH2:7]1. The solvent is O1CCCC1 (tetrahydrofuran), O1CCCC1 (tetrahydrofuran), O1CCCC1 (tetrahydrofuran). RXN SMILES: [CH3:1]C(C)([O-])C.[K+].[CH3:7][CH:8]([CH3:27])[C:9]([O:11][C:12]1[C:13]([CH3:26])=[C:14]([CH3:25])[C:15]2[O:19][C:18]([CH3:21])([CH3:20])[C:17](=O)[C:16]=2[C:23]=1[CH3:24])=[O:10].O>[Br-].C[P+](C1C=CC=CC=1)(C1C=CC=CC=1)C1C=CC=CC=1.O1CCCC1>[CH2:1]=[C:17]1[C:16]2[C:23]([CH3:24])=[C:12]([O:11][C:9](=[O:10])[CH:8]([CH3:27])[CH3:7])[C:13]([CH3:26])=[C:14]([CH3:25])[C:15]=2[O:19][C:18]1([CH3:20])[CH3:21] |f:0.1,4.5|. Reactants: CC(C(=O)OC=1C(=C(C2=C(C(C(O2)(C)C)=O)C1C)C)C)C (5-(2-methyl-propionoxy)-2,2,4,6,7-pentamethyl-2,3-dihydro-1-benzofuran-3-one), O (Water), CC(C)([O-])C.[K+] (Potassium tert-butoxide). Procedure details: Potassium tert-butoxide (1.53 g, 13.68 mmol) is added portionwise at 0° C. and under nitrogen to a suspension of methyltriphenylphosphonium bromide (4.9 g, 13.68 mmol) in dry tetrahydrofuran (57 mL) and the reaction mixture is stirred for 1 hr at room temperature. The 5-(2-methyl-propionoxy)-2,2,4,6,7-pentamethyl-2,3-dihydro-1-benzofuran-3-one (3.31 g, 11.4 mmol) in dry tetrahydrofuran (20 mL) is dropwise added at 0° C. to the yellow suspension and the reaction is stirred overnight at room tempe... The reagents and catalysts are [Br-].C[P+](C1=CC=CC=C1)(C1=CC=CC=C1)C1=CC=CC=C1 (methyltriphenylphosphonium bromide). Yields the product C=C1C(OC2=C1C(=C(C(=C2C)C)OC(C(C)C)=O)C)(C)C (3-methylene-5-(2-methylpropionoxy)-2,2,4,6,7-pentamethyl-2,3-dihydro-1-benzofuran). Run at time 1 hour. The yield is 85.2%. The reactants are C(C)(=O)O[BH-](OC(C)=O)OC(C)=O.[Na+] (sodium triacetoxyborohydride), BrC1=C(N)C=CC=C1 (2-bromoaniline), C1(CC1)C=O (cyclopropanecarbaldehyde), C(C)(=O)O (acetic acid). Run in ClCCl (dichloromethane). Run at temperature 50 celsius, time 15 minute. Product: BrC1=C(NCC2CC2)C=CC=C1 (2-bromo-N-(cyclopropylmethyl)aniline). As a reaction SMILES: [Br:1][C:2]1[CH:8]=[CH:7][CH:6]=[CH:5][C:3]=1[NH2:4].[CH:9]1([CH:12]=O)[CH2:11][CH2:10]1.C(O)(=O)C.C(O[BH-](OC(=O)C)OC(=O)C)(=O)C.[Na+]>ClCCl>[Br:1][C:2]1[CH:8]=[CH:7][CH:6]=[CH:5][C:3]=1[NH:4][CH2:12][CH:9]1[CH2:11][CH2:10]1 |f:3.4|. Procedure: A 100 mL flask was charged with 2-bromoaniline (1.720 g, 10.00 mmol), cyclopropanecarbaldehyde (0.374 mL, 5.00 mmol), acetic acid (2.86 mL, 50.0 mmol) and dichloromethane (50 mL). The mixture was heated at 50° C. for 1 hour. The mixture was then cooled in an ice bath and the sodium triacetoxyborohydride (2.119 g, 10.00 mmol) was added in portionwise over a few minutes. After 15 minutes, the ice bath was removed and the mixture was stirred for 2 hours at ambient temperature. The reaction mixture ...